Dataset: the Open Reaction Database (ORD), a public repository of structured organic reaction records. Task: describe an organic reaction: reactants, conditions, products, and yield The reactants are CCOC(=O)CCc1c(C=C2C(=O)Nc3ccccc32)[nH]c2c1C(=O)CCC2, CCO, Cl, [Na+], [OH-]. Product: O=C(O)CCc1c(C=C2C(=O)Nc3ccccc32)[nH]c2c1C(=O)CCC2. RXN SMILES: [CH2:1]([CH3:2])[O:3][C:4]([CH2:5][CH2:6][c:7]1[c:8]([CH:17]=[C:18]2[C:19](=[O:27])[NH:20][c:21]3[cH:22][cH:23][cH:24][cH:25][c:26]32)[nH:9][c:10]2[c:15]1[C:14](=[O:16])[CH2:13][CH2:12][CH2:11]2)=[O:28].[CH3:32][CH2:33][OH:34].[ClH:31].[Na+:30].[OH-:29]>>[O:3]=[C:4]([CH2:5][CH2:6][c:7]1[c:8]([CH:17]=[C:18]2[C:19](=[O:27])[NH:20][c:21]3[cH:22][cH:23][cH:24][cH:25][c:26]32)[nH:9][c:10]2[c:15]1[C:14](=[O:16])[CH2:13][CH2:12][CH2:11]2)[OH:28]. The reactants are ClC1=CC=C(COC=2C(=NC=CC2)NC(=S)NC2=CC=CC=C2)C=C1 (N-[3-(4-chlorobenzyloxy)pyrid-2-yl]-N'-phenylthiourea), mercuric oxide, N (ammonia). Run at time 48 hour. Product: ClC1=CC=C(COC=2C(=NC=CC2)NC(=N)NC2=CC=CC=C2)C=C1 (N-[3-(4-Chlorobenzyloxy)pyrid-2-yl]-N'-phenylguanidine). RXN SMILES: [Cl:1][C:2]1[CH:25]=[CH:24][C:5]([CH2:6][O:7][C:8]2[C:9]([NH:14][C:15]([NH:17][C:18]3[CH:23]=[CH:22][CH:21]=[CH:20][CH:19]=3)=S)=[N:10][CH:11]=[CH:12][CH:13]=2)=[CH:4][CH:3]=1.[NH3:26]>>[Cl:1][C:2]1[CH:25]=[CH:24][C:5]([CH2:6][O:7][C:8]2[C:9]([NH:14][C:15]([NH:17][C:18]3[CH:23]=[CH:22][CH:21]=[CH:20][CH:19]=3)=[NH:26])=[N:10][CH:11]=[CH:12][CH:13]=2)=[CH:4][CH:3]=1. Procedure: A mixture of N-[3-(4-chlorobenzyloxy)pyrid-2-yl]-N'-phenylthiourea (3.00 g, 0.008 mol), yellow mercuric oxide (2.17g, 0.01 mol) and methanolic ammonia solution (40 ml) was stirred for 48 hours. The solvent was removed in vacuo and the black residue was boiled with chloroform and filtered hot. Evaporation of the solvent and recrystallisation from acetonitrile gave the desired product. Yield 1.8 g (63%), m.p. 173°-174 ° C.